This data is from the Open Reaction Database (ORD), a public repository of structured organic reaction records. The task is: describe an organic reaction: reactants, conditions, products, and yield The reactants are C(C)(C)(C)C=1C(=C(/C=C/C2=C(C=C(C=C2)NS(=O)(=O)C)CNCCC(C)C)C=C(C1)N1C(NC(C=C1)=O)=O)OC ((E)-N-(4-(3-tert-butyl-5-(2,4-dioxo-3,4-dihydropyrimidin-1(2H)-yl)-2-methoxystyryl)-3-((isopentylamino)methyl)phenyl)methanesulfonamide), C(=O)C=O (glyoxal), [NH4+].[OH-] (NH4OH), Cl (HCl). Solvent: CCO (EtOH). Run at time 16 hour. Product: C(C)(C)(C)C=1C(=C(/C=C/C2=C(C=C(C=C2)NS(=O)(=O)C)C=2NC=CN2)C=C(C1)N1C(NC(C=C1)=O)=O)OC ((E)-N-(4-(3-tert-butyl-5-(2,4-dioxo-3,4-dihydropyrimidin-1(2H)-yl)-2-methoxystyryl)-3-(1H-imidazol-2-yl)phenyl)methanesulfonamide). Yield: 50.0%. RXN SMILES: [C:1]([C:5]1[C:6]([O:39][CH3:40])=[C:7]([CH:28]=[C:29]([N:31]2[CH:36]=[CH:35][C:34](=[O:37])[NH:33][C:32]2=[O:38])[CH:30]=1)/[CH:8]=[CH:9]/[C:10]1[CH:15]=[CH:14][C:13]([NH:16][S:17]([CH3:20])(=[O:19])=[O:18])=[CH:12][C:11]=1[CH2:21][NH:22][CH2:23][CH2:24]C(C)C)([CH3:4])([CH3:3])[CH3:2].C(C=O)=O.[NH4+:45].[OH-].Cl>CCO>[C:1]([C:5]1[C:6]([O:39][CH3:40])=[C:7]([CH:28]=[C:29]([N:31]2[CH:36]=[CH:35][C:34](=[O:37])[NH:33][C:32]2=[O:38])[CH:30]=1)/[CH:8]=[CH:9]/[C:10]1[CH:15]=[CH:14][C:13]([NH:16][S:17]([CH3:20])(=[O:19])=[O:18])=[CH:12][C:11]=1[C:21]1[NH:45][CH:24]=[CH:23][N:22]=1)([CH3:2])([CH3:3])[CH3:4] |f:2.3|. Reported procedure: To a solution of the product from Example 30, Part A (50 mg, 0.10 mmol) in EtOH (2 ml) was added glyoxal (57 uL, 0.50 mmol) and concentrated aqueous NH4OH (70 uL, 0.50 mmol). The resulting mixture was stirred at room temperature for 16 h. To the mixture was added 1 N aq. HCl until pH=7, and the mixture was partitioned between H2O (10 ml) and EtOAc (2×10 ml). The combined organic layers were dried over Na2SO4, filtered and concentrated in vacuo. The crude product was purified by column chromatogr...